Dataset: the Open Reaction Database (ORD), a public repository of structured organic reaction records. Task: describe an organic reaction: reactants, conditions, products, and yield Reactants: COC(CC1=CC(=CC=C1)CCCCOS(=O)(=O)C1=CC=C(C=C1)C)=O ({3-[4-(toluene-4-sulfonyloxy)butyl]phenyl}acetic acid methyl ester), C1(=CC=CC=C1)C(CNCC1=C(C(=CC=C1)C(F)(F)F)Cl)C1=CC=CC=C1 ((2,2-diphenylethyl)-(2-chloro-3-trifluoromethylbenzyl)amine), C([O-])([O-])=O.[K+].[K+] (potassium carbonate). The solvent is C(C)#N (acetonitrile), O (water). Reaction conditions: temperature 50 celsius. The product is ClC1=C(CN(CCCCC=2C=C(C=CC2)CC(=O)O)CC(C2=CC=CC=C2)C2=CC=CC=C2)C=CC=C1C(F)(F)F ((3-{4-[(2-Chloro-3-(trifluoromethyl)benzyl)-(2,2-diphenylethyl)-amino]butyl}phenyl)-acetic acid). Yield: 31.0%. As a reaction SMILES: C[O:2][C:3](=[O:26])[CH2:4][C:5]1[CH:10]=[CH:9][CH:8]=[C:7]([CH2:11][CH2:12][CH2:13][CH2:14]OS(C2C=CC(C)=CC=2)(=O)=O)[CH:6]=1.[C:27]1([CH:33]([C:48]2[CH:53]=[CH:52][CH:51]=[CH:50][CH:49]=2)[CH2:34][NH:35][CH2:36][C:37]2[CH:42]=[CH:41][CH:40]=[C:39]([C:43]([F:46])([F:45])[F:44])[C:38]=2[Cl:47])[CH:32]=[CH:31][CH:30]=[CH:29][CH:28]=1.C(=O)([O-])[O-].[K+].[K+]>C(#N)C.O>[Cl:47][C:38]1[C:39]([C:43]([F:44])([F:45])[F:46])=[CH:40][CH:41]=[CH:42][C:37]=1[CH2:36][N:35]([CH2:34][CH:33]([C:48]1[CH:53]=[CH:52][CH:51]=[CH:50][CH:49]=1)[C:27]1[CH:32]=[CH:31][CH:30]=[CH:29][CH:28]=1)[CH2:14][CH2:13][CH2:12][CH2:11][C:7]1[CH:6]=[C:5]([CH2:4][C:3]([OH:2])=[O:26])[CH:10]=[CH:9][CH:8]=1 |f:2.3.4|. Reported procedure: A mixture of {3-[4-(toluene-4-sulfonyloxy)butyl]phenyl}acetic acid methyl ester, (2,2-diphenylethyl)-(2-chloro-3-trifluoromethylbenzyl)amine (73 mg, 0.19 mmol), and potassium carbonate (26 mg, 0.21 mmol) in acetonitrile (5 ml) was stirred and heated to 50° C. for 5 hr. The reaction was cooled, diluted with water, and extracted with diethyl ether. The organic extracts were washed with water, dried, and the solvent removed. The residue was chromatographed over silica gel (hexane/methylene chloride...